describe an organic reaction: reactants, conditions, products, and yield From a dataset of the Open Reaction Database (ORD), a public repository of structured organic reaction records. The reactants are C(C)OC(C(CC1=CC=CC=C1)(S(=O)(=O)C1=CC=C(C=C1)OC)CC1=CC=CC=C1)=O (2-benzyl-2-(4-methoxy-benzenesulfonyl)-3-phenyl-propionic acid ethyl ester). The solvent is CO (methanol), [OH-].[Na+] (NaOH). The product is C(C1=CC=CC=C1)C(C(=O)O)(CC1=CC=CC=C1)S(=O)(=O)C1=CC=C(C=C1)OC (2-Benzyl-2-(4-methoxy-benzenesulfonyl)-3-phenyl-propionic acid). Reaction SMILES: C([O:3][C:4](=[O:31])[C:5]([CH2:24][C:25]1[CH:30]=[CH:29][CH:28]=[CH:27][CH:26]=1)([S:13]([C:16]1[CH:21]=[CH:20][C:19]([O:22][CH3:23])=[CH:18][CH:17]=1)(=[O:15])=[O:14])[CH2:6][C:7]1[CH:12]=[CH:11][CH:10]=[CH:9][CH:8]=1)C>CO.[OH-].[Na+]>[CH2:24]([C:5]([S:13]([C:16]1[CH:17]=[CH:18][C:19]([O:22][CH3:23])=[CH:20][CH:21]=1)(=[O:14])=[O:15])([CH2:6][C:7]1[CH:12]=[CH:11][CH:10]=[CH:9][CH:8]=1)[C:4]([OH:31])=[O:3])[C:25]1[CH:26]=[CH:27][CH:28]=[CH:29][CH:30]=1 |f:2.3|. Reported procedure: 2-Benzyl-2-(4-methoxy-benzenesulfonyl)-3-phenyl-propionic acid was prepared starting from 2-benzyl-2-(4-methoxy-benzenesulfonyl)-3-phenyl-propionic acid ethyl ester (1.0 g, 2.2 mmol) dissolved in methanol (50 ml) and 10 N NaOH (30 ml). The resulting reaction mixture was worked up as outlined in Example 9. Yield: 580 mg, 62%; Waxy solid; MS: 409 (M−H)−.